Dataset: the Open Reaction Database (ORD), a public repository of structured organic reaction records. Task: describe an organic reaction: reactants, conditions, products, and yield Reactants: CCO, COc1ccc(F)cc1CC(Cl)C=O, NC(N)=S. The product is COc1ccc(F)cc1N. Reaction SMILES: [CH3:19][CH2:20][OH:21].[Cl:1][CH:2]([CH2:3][c:6]1[c:7]([O:13][CH3:14])[cH:8][cH:9][c:10]([F:12])[cH:11]1)[CH:4]=[O:5].[NH2:15][C:16](=[S:17])[NH2:18]>>[c:6]1([NH2:15])[c:7]([O:13][CH3:14])[cH:8][cH:9][c:10]([F:12])[cH:11]1. Starting materials: CN1C(CCCC1)C(=O)C1=CC=C(C=C1)NC(=O)C=1CCOC2=C(C1)C=C(C=C2)C2=CC=C(C=C2)C (N-(4-(1-methyl-piperidin-2-ylcarbonyl)-phenyl)-7-(4-methylphenyl)-2,3-dihydro-1-benzoxepine-4-carboxamide), B.[Na] (sodium boron hydride), O (water). The solvent is CO (methanol). Conditions: time 15 minute. Product: OC(C1=CC=C(C=C1)NC(=O)C=1CCOC2=C(C1)C=C(C=C2)C2=CC=C(C=C2)C)C2N(CCCC2)C (N-(4-(hydroxy(1-methylpiperidin-2-yl)methyl)-phenyl)-7-(4-methylphenyl)-2,3-dihydro-1-benzoxepine-4-carboxamide). Yield: 69.7%. As a reaction SMILES: [CH3:1][N:2]1[CH2:7][CH2:6][CH2:5][CH2:4][CH:3]1[C:8]([C:10]1[CH:15]=[CH:14][C:13]([NH:16][C:17]([C:19]2[CH2:20][CH2:21][O:22][C:23]3[CH:29]=[CH:28][C:27]([C:30]4[CH:35]=[CH:34][C:33]([CH3:36])=[CH:32][CH:31]=4)=[CH:26][C:24]=3[CH:25]=2)=[O:18])=[CH:12][CH:11]=1)=[O:9].B.[Na].O>CO>[OH:9][CH:8]([CH:3]1[CH2:4][CH2:5][CH2:6][CH2:7][N:2]1[CH3:1])[C:10]1[CH:15]=[CH:14][C:13]([NH:16][C:17]([C:19]2[CH2:20][CH2:21][O:22][C:23]3[CH:29]=[CH:28][C:27]([C:30]4[CH:31]=[CH:32][C:33]([CH3:36])=[CH:34][CH:35]=4)=[CH:26][C:24]=3[CH:25]=2)=[O:18])=[CH:12][CH:11]=1 |f:1.2,^1:37|. Procedure details: In methanol (40ml) was dissolved N-(4-(1-methyl-piperidin-2-ylcarbonyl)-phenyl)-7-(4-methylphenyl)-2,3-dihydro-1-benzoxepine-4-carboxamide (0.1g) under ice-cooling, and to the mixture was added sodium boron hydride (10mg). The mixture was stirred for 15 minutes, and to the mixture was added water. The mixture was concentrated and extracted with ethyl acetate. The organic layer was washed with water and saturated sodium chloride solution, and dried with anhydrous magnesium sulfate. Under reduced ... The reactants are FC(C1=C(CN2N=CC3=CC(=CC=C23)\C=C/2\C(N(C(S2)=O)[C@H]2[C@@H](CNCC2)F)=O)C=CC(=C1)C(F)(F)F)(F)F ((5Z)-5-({1-[2,4-Bis(trifluoromethyl)benzyl]-1H-indazol-5-yl}methylidene)-3-[trans-3-fluoropiperidin-4-yl]-1,3-thiazolidine-2,4-dione), C=O (formaldehyde). Product: FC(C1=C(CN2N=CC3=CC(=CC=C23)\C=C/2\C(N(C(S2)=O)[C@H]2[C@@H](CN(CC2)C)F)=O)C=CC(=C1)C(F)(F)F)(F)F ((5Z)-5-({1-[2,4-Bis(trifluoromethyl)benzyl]-1H-indazol-5-yl}methylidene)-3-[trans-3-fluoro-1-methylpiperidin-4-yl]-1,3-thiazolidine-2,4-dione). As a reaction SMILES: [F:1][C:2]([F:39])([F:38])[C:3]1[CH:33]=[C:32]([C:34]([F:37])([F:36])[F:35])[CH:31]=[CH:30][C:4]=1[CH2:5][N:6]1[C:14]2[C:9](=[CH:10][C:11](/[CH:15]=[C:16]3/[C:17](=[O:29])[N:18]([C@@H:22]4[CH2:27][CH2:26][NH:25][CH2:24][C@H:23]4[F:28])[C:19](=[O:21])[S:20]/3)=[CH:12][CH:13]=2)[CH:8]=[N:7]1.[CH2:40]=O>>[F:39][C:2]([F:38])([F:1])[C:3]1[CH:33]=[C:32]([C:34]([F:35])([F:36])[F:37])[CH:31]=[CH:30][C:4]=1[CH2:5][N:6]1[C:14]2[C:9](=[CH:10][C:11](/[CH:15]=[C:16]3/[C:17](=[O:29])[N:18]([C@@H:22]4[CH2:27][CH2:26][N:25]([CH3:40])[CH2:24][C@H:23]4[F:28])[C:19](=[O:21])[S:20]/3)=[CH:12][CH:13]=2)[CH:8]=[N:7]1. Reported procedure: (5Z)-5-({1-[2,4-Bis(trifluoromethyl)benzyl]-1H-indazol-5-yl}methylidene)-3-[trans-3-fluoro-1-methylpiperidin-4-yl]-1,3-thiazolidine-2,4-dione was prepared from (5Z)-5-({1-[2,4-bis(trifluoromethyl)benzyl]-1H-indazol-5-yl}methylidene)-3-[trans-3-fluoropiperidin-4-yl]-1,3-thiazolidine-2,4-dione (Example 274) and formaldehyde following General Procedure R. Starting materials: Adamantane bisphenols, Br (HBr), C1(=CC=CC=C1)O (phenol), CC12CC3(CC(CC(C1)(C3)Br)(C2)Br)C (1,3-dimethyl-5,7-dibromoadamantane), C1(=CC=CC=C1)O (phenol). The product is CC12CC3(CC(CC(C1)(C3)C3=CC=C(C=C3)O)(C2)C2=CC=C(C=C2)O)C (1,3-dimethyl-5,7-bis(p-hydroxyphenyl)adamantane). RXN SMILES: [C:1]1([OH:7])[CH:6]=[CH:5][CH:4]=[CH:3][CH:2]=1.[CH3:8][C:9]12[CH2:19][C:13]3(Br)[CH2:14][C:15](Br)([CH2:17][C:11]([CH3:21])([CH2:12]3)[CH2:10]1)[CH2:16]2.Br>>[CH3:8][C:9]12[CH2:19][C:13]3([C:4]4[CH:5]=[CH:6][C:1]([OH:7])=[CH:2][CH:3]=4)[CH2:14][C:15]([C:4]4[CH:5]=[CH:6][C:1]([OH:7])=[CH:2][CH:3]=4)([CH2:17][C:11]([CH3:21])([CH2:12]3)[CH2:10]1)[CH2:16]2. Procedure details: Adamantane bisphenols can be readily made available from the corresponding dibromoderivatives and phenol according to U.S. Pat. No. 3,594,427. Thus, 112 g of 1,3-dimethyl-5,7-dibromoadamantane (III) (0.35 m) (see Example 2a) and 900 g of phenol were heated together at 170° C. for six hours. After termination of the evolution of HBr, the mixture was heated to 220° C. for a further two hour period and the excess phenol was distilled off. The reaction mixture was poured into warm water and the whit... Reactants: O (water), [OH-].[Na+] (sodium hydroxide), C1=NC=CC2=CC=C(C=C12)OC(C(=O)OCC)CCC (ethyl 2-(isoquinolin-7-yloxy) -pentanoate). Solvent: CO (methanol). Run at time 42 hour. Product: [Na+].C1=NC=CC2=CC=C(C=C12)OC(C(=O)[O-])CCC (2-(isoquinolin-7-yloxy)pentanoic acid sodium salt). As a reaction SMILES: O.[OH-].[Na+:3].[CH:4]1[C:13]2[C:8](=[CH:9][CH:10]=[C:11]([O:14][CH:15]([CH2:21][CH2:22][CH3:23])[C:16]([O:18]CC)=[O:17])[CH:12]=2)[CH:7]=[CH:6][N:5]=1>CO>[Na+:3].[CH:4]1[C:13]2[C:8](=[CH:9][CH:10]=[C:11]([O:14][CH:15]([CH2:21][CH2:22][CH3:23])[C:16]([O-:18])=[O:17])[CH:12]=2)[CH:7]=[CH:6][N:5]=1 |f:1.2,5.6|. Procedure details: 10 ml of water and 840 mg (21.0 mmol) of sodium hydroxide are added to a solution of 5.20 g (19.0 mmol) of ethyl 2-(isoquinolin-7-yloxy) -pentanoate in 50 ml of methanol, and the mixture is stirred at room temperature for 42 hours. The solvent is removed by distillation, giving 2-(isoquinolin-7-yloxy)pentanoic acid sodium salt as a colourless solid; ESI 246. Reactants: FC1=CC=C(N)C=C1 (4-fluoroaniline), C=C (acetene), C(C)(=O)O (acetic acid), ice water, solution, [BH4-].[Na+] (sodium borohydride), [OH-].[Na+] (sodium hydroxide). Reaction conditions: temperature 10 celsius, time 1 hour. Yields the product FC1=CC=C(NC(C)C)C=C1 (4-Fluoro-N-isopropylaniline). Isolated yield 71.0%. As a reaction SMILES: [F:1][C:2]1[CH:8]=[CH:7][C:5]([NH2:6])=[CH:4][CH:3]=1.[CH2:9]=C.[BH4-].[Na+].[OH-].[Na+].[C:15](O)(=O)[CH3:16]>>[F:1][C:2]1[CH:8]=[CH:7][C:5]([NH:6][CH:15]([CH3:16])[CH3:9])=[CH:4][CH:3]=1 |f:2.3,4.5|. Reported procedure: A solution of 22.2 g (0.2 m) 4-fluoroaniline, and 17.6 ml (0.24 m) acetene in 120 ml (0.2 m) glacial acetic acid in the three neck 500 ml round bottom flask was stirred mechanically and cooled to approximately 10° C. in an ice bath. To this solution 9.4 g (0.25 m) sodium borohydride was added in parts while keeping the temperature below 20° C. It was allowed to stir at 20° C. for 30 minutes and one hour at room temperature. The mixture was poured into 500 ml ice water. The aqueous solution was m... Reactants: ClC(=O)OC1=CC=CC=C1 (phenyl chloroformate), NC1=NC=C(C=C1)C(F)(F)F (2-amino-5-trifluoromethylpyridine), CCOC(=O)C.CCCCCC (EtOAc hexane). The solvent is N1=CC=CC=C1 (pyridine). Run at time 24 hour. Product: C1(=CC=CC=C1)OC(NC1=NC=C(C=C1)C(F)(F)F)=O ((5-Trifluoromethyl-pyridin-2-yl)-carbamic acid phenyl ester). As a reaction SMILES: [NH2:1][C:2]1[CH:7]=[CH:6][C:5]([C:8]([F:11])([F:10])[F:9])=[CH:4][N:3]=1.Cl[C:13]([O:15][C:16]1[CH:21]=[CH:20][CH:19]=[CH:18][CH:17]=1)=[O:14].CCOC(C)=O.CCCCCC>N1C=CC=CC=1>[C:16]1([O:15][C:13](=[O:14])[NH:1][C:2]2[CH:7]=[CH:6][C:5]([C:8]([F:9])([F:11])[F:10])=[CH:4][N:3]=2)[CH:21]=[CH:20][CH:19]=[CH:18][CH:17]=1 |f:2.3|. Reported procedure: Dissolve 2-amino-5-trifluoromethylpyridine (162 mg, 1.0 mmole) in pyridine (2.0 mL) under nitrogen at room temperature. Add drop wise phenyl chloroformate (0.125 mL, 1.0 mmole) to the reaction mixture at room temperature. Stir the mixture for 24 hours and new spot is noticed in TLC (30% EtOAc/hexane). Evaporate the reaction mixture under vacuo and purify the crude by flash column chromatography on a silica gel using CHCl3 to afford (5-Trifluoromethyl-pyridin-2-yl)-carbamic acid phenyl ester as a... Starting materials: O[C@@H]([C@@H](OC1=CC=C(C=C1)B(O)O)C)CCC=1C=NC=CC1 ((1S,2R)-4-(2-Hydroxy-1-methyl-4-pyridin-3-ylbutoxy)benzeneboronic acid), IC1=CC(=C(C=C1)C#N)C#N (4-iodo-1,2-dicyanobenzene), C([O-])([O-])=O.[Na+].[Na+] (sodium carbonate). The reagents and catalysts are C=1C=CC(=CC1)[P](C=2C=CC=CC2)(C=3C=CC=CC3)[Pd]([P](C=4C=CC=CC4)(C=5C=CC=CC5)C=6C=CC=CC6)([P](C=7C=CC=CC7)(C=8C=CC=CC8)C=9C=CC=CC9)[P](C=1C=CC=CC1)(C=1C=CC=CC1)C=1C=CC=CC1 (tetrakis(triphenylphosphine)palladium). Solvent: C(C)O (ethanol). Reaction conditions: temperature 90 celsius. Product: O[C@@H]([C@@H](OC1=CC=C(C=C1)C1=CC(=C(C=C1)C#N)C#N)C)CCC=1C=NC=CC1 ((1S,2R)-4′-(2-Hydroxy-1-methyl-4-pyridin-3-ylbutoxy)biphenyl-3,4-dicarbonitrile). Isolated yield 23.9%. Reaction SMILES: [OH:1][C@H:2]([CH2:15][CH2:16][C:17]1[CH:18]=[N:19][CH:20]=[CH:21][CH:22]=1)[C@H:3]([CH3:14])[O:4][C:5]1[CH:10]=[CH:9][C:8](B(O)O)=[CH:7][CH:6]=1.I[C:24]1[CH:29]=[CH:28][C:27]([C:30]#[N:31])=[C:26]([C:32]#[N:33])[CH:25]=1.C(=O)([O-])[O-].[Na+].[Na+]>C(O)C.C1C=CC([P]([Pd]([P](C2C=CC=CC=2)(C2C=CC=CC=2)C2C=CC=CC=2)([P](C2C=CC=CC=2)(C2C=CC=CC=2)C2C=CC=CC=2)[P](C2C=CC=CC=2)(C2C=CC=CC=2)C2C=CC=CC=2)(C2C=CC=CC=2)C2C=CC=CC=2)=CC=1>[OH:1][C@H:2]([CH2:15][CH2:16][C:17]1[CH:18]=[N:19][CH:20]=[CH:21][CH:22]=1)[C@H:3]([CH3:14])[O:4][C:5]1[CH:10]=[CH:9][C:8]([C:24]2[CH:29]=[CH:28][C:27]([C:30]#[N:31])=[C:26]([C:32]#[N:33])[CH:25]=2)=[CH:7][CH:6]=1 |f:2.3.4,^1:46,48,67,86|. Reported procedure: Prepared according to the method described in Example 12b) from (1S,2R)-4-(2-hydroxy-1-methyl-4-pyridin-3-ylbutoxy)benzeneboronic acid (0.197 g, Example 33), 4-iodo-1,2-dicyanobenzene (0.421 g, Can. J. Chem., 1985, 63, 3057), 2M aqueous sodium carbonate (0.50 ml) and tetrakis(triphenylphosphine)palladium (0) (0.054 g) in ethanol (3 ml). The reaction mixture was heated in a sealed vial at 90° C. for 4 hours. After cooling, the solution was concentrated under reduced pressure and the residue purif... The reactants are CCOC(=O)C(F)(F)Br, CCOC(C)=O, CS(C)=O, CS(=O)(=O)c1ccccc1I. Product: CCOC(=O)C(F)(F)c1ccccc1S(C)(=O)=O. Reaction SMILES: [CH2:1]([CH3:2])[O:3][C:4]([C:5]([F:6])([F:7])[Br:8])=[O:9].[CH3:21][CH2:22][O:23][C:24]([CH3:25])=[O:26].[CH3:27][S:28]([CH3:29])=[O:30].[I:10][c:11]1[c:12]([S:17](=[O:18])(=[O:19])[CH3:20])[cH:13][cH:14][cH:15][cH:16]1>>[CH2:1]([CH3:2])[O:3][C:4]([C:5]([F:6])([F:7])[c:11]1[c:12]([S:17](=[O:18])(=[O:19])[CH3:20])[cH:13][cH:14][cH:15][cH:16]1)=[O:9].